This data is from the Open Reaction Database (ORD), a public repository of structured organic reaction records. The task is: describe an organic reaction: reactants, conditions, products, and yield Starting materials: COC(=O)Oc1cc(Nc2ncnc3cc(OCc4ccccc4)c(OC)cc23)c(F)cc1C, CO, ClC(Cl)Cl, Cl, CN(C)C=O. Product: Cl, COC(=O)Oc1cc(Nc2ncnc3cc(O)c(OC)cc23)c(F)cc1C. RXN SMILES: [CH2:2]([c:3]1[cH:4][cH:5][cH:6][cH:7][cH:8]1)[O:9][c:10]1[c:11]([O:34][CH3:35])[cH:12][c:13]2[c:14]([NH:20][c:21]3[c:22]([F:33])[cH:23][c:24]([CH3:32])[c:25]([O:27][C:28](=[O:29])[O:30][CH3:31])[cH:26]3)[n:15][cH:16][n:17][c:18]2[cH:19]1.[CH3:41][OH:42].[Cl:43][CH:44]([Cl:45])[Cl:46].[ClH:1].[O:36]=[CH:37][N:38]([CH3:39])[CH3:40]>>[ClH:1].[OH:9][c:10]1[c:11]([O:34][CH3:35])[cH:12][c:13]2[c:14]([NH:20][c:21]3[c:22]([F:33])[cH:23][c:24]([CH3:32])[c:25]([O:27][C:28](=[O:29])[O:30][CH3:31])[cH:26]3)[n:15][cH:16][n:17][c:18]2[cH:19]1. Starting materials: N (ammonia), Cl.Cl.OC1=CC=C(C=2C(C3=C(C=CC(=C3C(C12)=O)NCCNCC(C)O)NCCNCC(C)O)=O)O (1,4-dihydroxy-5,8-bis[[2-[(2-hydroxypropyl)amino]ethyl]amino]anthraquinone dihydrochloride). Solvent: CO (methanol). The product is OC1=CC=C(C=2C(C3=C(C=CC(=C3C(C12)=O)NCCNCC(C)O)NCCNCC(C)O)=O)O (1,4-dihydroxy-5,8-bis[[2-[(2-hydroxypropyl)amino]ethyl]amino]-anthraquinone). Reaction SMILES: Cl.Cl.[OH:3][C:4]1[C:17]2[C:16](=[O:18])[C:15]3[C:10](=[C:11]([NH:27][CH2:28][CH2:29][NH:30][CH2:31][CH:32]([OH:34])[CH3:33])[CH:12]=[CH:13][C:14]=3[NH:19][CH2:20][CH2:21][NH:22][CH2:23][CH:24]([OH:26])[CH3:25])[C:9](=[O:35])[C:8]=2[C:7]([OH:36])=[CH:6][CH:5]=1.N>CO>[OH:36][C:7]1[C:8]2[C:9](=[O:35])[C:10]3[C:15](=[C:14]([NH:19][CH2:20][CH2:21][NH:22][CH2:23][CH:24]([OH:26])[CH3:25])[CH:13]=[CH:12][C:11]=3[NH:27][CH2:28][CH2:29][NH:30][CH2:31][CH:32]([OH:34])[CH3:33])[C:16](=[O:18])[C:17]=2[C:4]([OH:3])=[CH:5][CH:6]=1 |f:0.1.2|. Procedure details: A mixture of 6.0 g of 1,4-dihydroxy-5,8-bis[[2-[(2-hydroxypropyl)amino]ethyl]amino]anthraquinone dihydrochloride (prepared as described in Example 32 of U.S. Pat. No. 4,197,249) and 60 ml of methanol is treated with ammonia gas according to the procedure of Example 1 to give the corresponding free base, 1,4-dihydroxy-5,8-bis[[2-[(2-hydroxypropyl)amino]ethyl]amino]-anthraquinone. Reactants: C, CCCCC1CCC(O)C1COCc1ccccc1, CCOC(C)=O, CC(=O)O, [H][H], [Pd]. The product is CCCCC1CCC(O)C1CO. Reaction SMILES: [C:28].[CH2:3]([c:4]1[cH:5][cH:6][cH:7][cH:8][cH:9]1)[O:10][CH2:11][CH:12]1[CH:13]([OH:21])[CH2:14][CH2:15][CH:16]1[CH2:17][CH2:18][CH2:19][CH3:20].[CH3:22][CH2:23][O:24][C:25](=[O:26])[CH3:27].[CH3:30][C:31](=[O:32])[OH:33].[H:1][H:2].[Pd:29]>>[OH:10][CH2:11][CH:12]1[CH:13]([OH:21])[CH2:14][CH2:15][CH:16]1[CH2:17][CH2:18][CH2:19][CH3:20]. Reaction conditions: temperature 0 celsius, time 8 hour. The product is N1=CC(=CC=C1)C(=O)OCCl (chloromethyl pyridine-3-carboxylate). Procedure details: A mixture of nicotinic acid (200 mg, 1.6 mmol), sodium bicarbonate (540 mg, 6.4 mmol), and tetrabutylammonium sulfate (54 mg, 0.16 mmol) was dissolved in a mixture of 4 ml of dichloromethane and 4 ml of water, and cooled to 0° C. To this stirred mixture was added chloromethylchlorosulfone (165 μl, 1.6 mmol) in 1 ml of dichloromethane, and the mixture was allowed to warm to room temperature, stirring overnight. The organic layer was separated, washed with brine, dried over sodium sulfate, and con... As a reaction SMILES: [C:1]([OH:9])(=[O:8])[C:2]1[CH:7]=[CH:6][CH:5]=[N:4][CH:3]=1.C(=O)(O)[O-].[Na+].S([O-])([O-])(=O)=O.C([N+](CCCC)(CCCC)CCCC)CCC.C([N+](CCCC)(CCCC)CCCC)CCC.[Cl:54][CH2:55]S(Cl)(=O)=O>ClCCl.O>[N:4]1[CH:5]=[CH:6][CH:7]=[C:2]([C:1]([O:9][CH2:55][Cl:54])=[O:8])[CH:3]=1 |f:1.2,3.4.5|. Isolated yield 25.5%. Starting materials: C(C1=CN=CC=C1)(=O)O (nicotinic acid), C([O-])(O)=O.[Na+] (sodium bicarbonate), S(=O)(=O)([O-])[O-].C(CCC)[N+](CCCC)(CCCC)CCCC.C(CCC)[N+](CCCC)(CCCC)CCCC (tetrabutylammonium sulfate), ClCS(=O)(=O)Cl (chloromethylchlorosulfone). The solvent is ClCCl (dichloromethane), O (water), ClCCl (dichloromethane). The reactants are COCCC1=CC=C(C=C1)N (4-(2-methoxy-ethyl)-phenylamine), ClN1C(CCC1=O)=O (N-chlorosuccinimide). Solvent: C(C)(C)O (isopropanol). The product is ClC1=C(C=CC(=C1)CCOC)N (2-Chloro-4-(2-methoxy-ethyl)-phenylamine). Reaction SMILES: [CH3:1][O:2][CH2:3][CH2:4][C:5]1[CH:10]=[CH:9][C:8]([NH2:11])=[CH:7][CH:6]=1.[Cl:12]N1C(=O)CCC1=O>C(O)(C)C>[Cl:12][C:7]1[CH:6]=[C:5]([CH2:4][CH2:3][O:2][CH3:1])[CH:10]=[CH:9][C:8]=1[NH2:11]. Procedure: 2 g (13.2 mmol) of 4-(2-methoxy-ethyl)-phenylamine (Example 42b) and 1.85 g (13.9 mmol) of N-chlorosuccinimide (Aldrich, Buchs, Switzerland) in 26 ml of isopropanol are stirred at rt for 30 min. The reaction mixture is evaporated to dryness and the residue is taken in EtOAc. The organic layers is washed with sat. aqueous NaHCO3 (2×), dried over MgSO4, filtered and evaporated. The residue is purified by flash chromatography on silica gel (hexane-EtOAc 5:1 to 2:1) to provide the title compound as ... The reagents and catalysts are CN(C)C=O (DMF). Reported procedure: Synthesis of N-[4-(3′-chloro-2-fluoro-6-methoxy-biphenyl-3-carbonyl)-phenyl]-acetamide (I-19, R1═CH3, R2═Cl, Y═F, R3=4-acetylaminophenyl): To a stirred suspension of 4-acetylaminobenzoic acid (Aldrich, 1.32 g, 5.58 mmol) in anhydrous THF (20 mL) was added SOCl2 (1.19 g, 10.04 mmol) and DMF (4 drops). The reaction mixture was stirred at room temperature for 3 h, concentrated under vacuum to afford 4-acetylaminobenzoyl chloride (I-18, R3=4-acetylaminophenyl) as a light yellow solid. Run in C1CCOC1 (THF). Conditions: time 3 hour. Product: C(C)(=O)NC1=CC=C(C(=O)Cl)C=C1 (4-acetylaminobenzoyl chloride). As a reaction SMILES: ClC1C=C(C2C(OC)=CC=C([C:16]([C:18]3[CH:23]=[CH:22][C:21]([NH:24][C:25](=[O:27])[CH3:26])=[CH:20][CH:19]=3)=[O:17])C=2F)C=CC=1.C(NC1C=CC(C(O)=O)=CC=1)(=O)C.O=S(Cl)[Cl:44]>C1COCC1.CN(C=O)C>[C:25]([NH:24][C:21]1[CH:22]=[CH:23][C:18]([C:16]([Cl:44])=[O:17])=[CH:19][CH:20]=1)(=[O:27])[CH3:26]. Reactants: ClC=1C=C(C=CC1)C1=C(C(=CC=C1OC)C(=O)C1=CC=C(C=C1)NC(C)=O)F (N-[4-(3′-chloro-2-fluoro-6-methoxy-biphenyl-3-carbonyl)-phenyl]-acetamide), O=S(Cl)Cl (SOCl2), C(C)(=O)NC1=CC=C(C(=O)O)C=C1 (4-acetylaminobenzoic acid).